This data is from the Open Reaction Database (ORD), a public repository of structured organic reaction records. The task is: describe an organic reaction: reactants, conditions, products, and yield Starting materials: ClC1=CC=C(C=C1)CCCN1CCNCC1 (1[3-(4-chlorophenyl)propyl]-piperazine), ClCCSSCCCl (bis(2-chloroethyl) disulfide), [OH-].[K+] (potassium hydroxide). Solvent: CS(=O)C (dimethylsulfoxide). The product is Cl.Cl.Cl.Cl.C(CSSCCN1CCN(CC1)CCCC1=CC=C(C=C1)Cl)N1CCN(CC1)CCCC1=CC=C(C=C1)Cl (1,1'-(dithiodi-2, 1-ethanediyl)bis{4-[3-(4-chlorophenyl)propyl]piperazine} tetrahydrochloride). As a reaction SMILES: [Cl:1][C:2]1[CH:7]=[CH:6][C:5]([CH2:8][CH2:9][CH2:10][N:11]2[CH2:16][CH2:15][NH:14][CH2:13][CH2:12]2)=[CH:4][CH:3]=1.[Cl:17][CH2:18][CH2:19][S:20][S:21][CH2:22][CH2:23]Cl.[OH-].[K+]>CS(C)=O>[ClH:1].[ClH:17].[ClH:1].[ClH:1].[CH2:23]([N:14]1[CH2:13][CH2:12][N:11]([CH2:10][CH2:9][CH2:8][C:5]2[CH:6]=[CH:7][C:2]([Cl:1])=[CH:3][CH:4]=2)[CH2:16][CH2:15]1)[CH2:22][S:21][S:20][CH2:19][CH2:18][N:14]1[CH2:13][CH2:12][N:11]([CH2:10][CH2:9][CH2:8][C:5]2[CH:6]=[CH:7][C:2]([Cl:1])=[CH:3][CH:4]=2)[CH2:16][CH2:15]1 |f:2.3,5.6.7.8.9|. Procedure details: The procedure described in Example 12 is followed using 1[3-(4-chlorophenyl)propyl]-piperazine (4.8 g), bis(2-chloroethyl) disulfide (1.9 g), potassium hydroxide (5.0 g), and dimethylsulfoxide (50 ml). Workup as described in Example 12 provides an oil which is purified on a silica gel column (methylene chloride:methanol, 9:1). The resulting oil (1.5 g) is precipitated with ethereal hydrochloric acid and recrystallized from water/ethanol to give 1,1'-(dithiodi-2, 1-ethanediyl)bis{4-[3-(4-chloroph...